From a dataset of the Open Reaction Database (ORD), a public repository of structured organic reaction records. describe an organic reaction: reactants, conditions, products, and yield The reactants are FC1=C(C=CC(=C1)B1OC(C(O1)(C)C)(C)C)C=1N=CC(=NC1)N (5-(2-fluoro-4-(4,4,5,5-tetramethyl-1,3,2-dioxaborolan-2-yl)phenyl)-pyrazin-2-amine), BrC1=C(C=CC=C1)S(=O)(=O)NCCCO (2-bromo-N-(3-hydroxypropyl)benzenesulfonamide). The product is NC=1N=CC(=NC1)C1=C(C=C(C=C1)C=1C(=CC=CC1)S(=O)(=O)NCCCO)F (4′-(5-Aminopyrazin-2-yl)-3′-fluoro-N-(3-hydroxypropyl)biphenyl-2-sulfonamide). RXN SMILES: [F:1][C:2]1[CH:7]=[C:6](B2OC(C)(C)C(C)(C)O2)[CH:5]=[CH:4][C:3]=1[C:17]1[N:18]=[CH:19][C:20]([NH2:23])=[N:21][CH:22]=1.Br[C:25]1[CH:30]=[CH:29][CH:28]=[CH:27][C:26]=1[S:31]([NH:34][CH2:35][CH2:36][CH2:37][OH:38])(=[O:33])=[O:32]>>[NH2:23][C:20]1[N:21]=[CH:22][C:17]([C:3]2[CH:4]=[CH:5][C:6]([C:25]3[C:26]([S:31]([NH:34][CH2:35][CH2:36][CH2:37][OH:38])(=[O:33])=[O:32])=[CH:27][CH:28]=[CH:29][CH:30]=3)=[CH:7][C:2]=2[F:1])=[N:18][CH:19]=1. Procedure details: The title compound was prepared in a manner similar to that described in Example 448 using 5-(2-fluoro-4-(4,4,5,5-tetramethyl-1,3,2-dioxaborolan-2-yl)phenyl)-pyrazin-2-amine and 2-bromo-N-(3-hydroxypropyl)benzenesulfonamide. MS (ESI): mass calcd. for C19H19FN4O3S, 402.12; m/z found, 403.1 [M+H]+. 1H NMR (400 MHz, CD3OD) δ 8.37 (d, J=1.2, 1H), 8.30 (s, 1H), 8.08-8.03 (m, 1H), 8.01-7.96 (m, 1H), 7.70-7.63 (m, 1H), 7.62-7.56 (m, 1H), 7.42-7.32 (m, 1H), 7.36-7.28 (m, 2H), 3.51 (t, J=6.2, 2H), 2.88 (... Procedure: To a 22 L flask was added 4-phenoxyphenol (900 g), 1,3-dibrompropane (5858 g), powered potassium carbonate (1335 g), and methyl ethyl ketone (9 L). The mixture was stirred for 30 minutes at 22° C. The off-white slurry was heated to a gentle reflux (˜83° C.) and held at that temperature for 16 hours. The off white slurry was cooled to 25° C. and vacuum filtered, washing the cake of inorganic salts with methyl ethyl ketone (4 L). The filtrate was concentrated on a rotary evaporator while increasin... The solvent is C(C)C(=O)C (methyl ethyl ketone). The product is BrCCCC1=CC=C(C=C1)OC1=CC=CC=C1 (1-bromo-3-(4-phenoxyphenyl)propane). As a reaction SMILES: [O:1]([C:8]1[CH:13]=[CH:12][C:11](O)=[CH:10][CH:9]=1)[C:2]1[CH:7]=[CH:6][CH:5]=[CH:4][CH:3]=1.[Br:15][CH2:16][CH2:17][CH2:18]Br.C(=O)([O-])[O-].[K+].[K+]>C(C(C)=O)C>[Br:15][CH2:16][CH2:17][CH2:18][C:11]1[CH:12]=[CH:13][C:8]([O:1][C:2]2[CH:7]=[CH:6][CH:5]=[CH:4][CH:3]=2)=[CH:9][CH:10]=1 |f:2.3.4|. Yield: 87.7%. Starting materials: O(C1=CC=CC=C1)C1=CC=C(C=C1)O (4-phenoxyphenol), BrCCCBr (1,3-dibrompropane), C([O-])([O-])=O.[K+].[K+] (potassium carbonate). Conditions: temperature 22 celsius, time 30 minute.